From a dataset of the Open Reaction Database (ORD), a public repository of structured organic reaction records. describe an organic reaction: reactants, conditions, products, and yield Reactants: O=C([O-])[O-], CCOCC, CS(=O)(=O)OCc1cc(C=O)ccc1OCCc1ccccc1, [Cs+], [Cs+], Oc1ccccc1. The product is O=Cc1ccc(OCCc2ccccc2)c(COc2ccccc2)c1. Reaction SMILES: [C:1](=[O:2])([O-:3])[O-:4].[CH3:37][CH2:38][O:39][CH2:40][CH3:41].[CH3:7][S:8](=[O:9])(=[O:10])[O:11][CH2:12][c:13]1[cH:14][c:15]([CH:16]=[O:17])[cH:18][cH:19][c:20]1[O:21][CH2:22][CH2:23][c:24]1[cH:25][cH:26][cH:27][cH:28][cH:29]1.[Cs+:5].[Cs+:6].[OH:30][c:31]1[cH:32][cH:33][cH:34][cH:35][cH:36]1>>[O:11]([CH2:12][c:13]1[cH:14][c:15]([CH:16]=[O:17])[cH:18][cH:19][c:20]1[O:21][CH2:22][CH2:23][c:24]1[cH:25][cH:26][cH:27][cH:28][cH:29]1)[c:31]1[cH:32][cH:33][cH:34][cH:35][cH:36]1.